This data is from the Open Reaction Database (ORD), a public repository of structured organic reaction records. The task is: describe an organic reaction: reactants, conditions, products, and yield Reactants: II (iodine), BrC1=CC=C(C=C1)C1(OCCO1)C (2-(p-bromophenyl)-2-methyl-1,3-dioxolane), C(C=C(C)C)Br (prenyl bromide), [Mg] (magnesium), [Cl-].[NH4+] (ammonium chloride). Reagents/catalysts: BrCCBr (1,2-dibromoethane). Run in O1CCCC1 (tetrahydrofuran), O1CCCC1 (tetrahydrofuran), O1CCCC1 (tetrahydrofuran), O (water). Conditions: time 8 hour. The product is CC1(OCCO1)C1=CC=C(C=C1)CC=C(C)C (2-methyl-2-(p-prenylphenyl)-1,3-dioxolane). Isolated yield 77.7%. RXN SMILES: [Mg].II.Br[C:5]1[CH:10]=[CH:9][C:8]([C:11]2([CH3:16])[O:15][CH2:14][CH2:13][O:12]2)=[CH:7][CH:6]=1.[CH2:17](Br)[CH:18]=[C:19]([CH3:21])[CH3:20].[Cl-].[NH4+]>O1CCCC1.O.BrCCBr>[CH3:16][C:11]1([C:8]2[CH:9]=[CH:10][C:5]([CH2:17][CH:18]=[C:19]([CH3:21])[CH3:20])=[CH:6][CH:7]=2)[O:15][CH2:14][CH2:13][O:12]1 |f:4.5|. Reported procedure: To a mixture of 10.2 g of magnesium turnigns, 300 ml of tetrahydrofuran and a few pieces of iodine, was added 3.8 g of 1,2-dibromoethane with stirring under a stream of nitrogen. Additionally, a solution of 93.0 g of 2-(p-bromophenyl)-2-methyl-1,3-dioxolane dissolved in 300 ml of tetrahydrofuran was dropped while keeping the temperature at 50°-55° C. After dropping, the reaction mixture was stirred for 30 minutes, and cooled to room temperature. A solution of 66.0 g of prenyl bromide in 100 ml o...